This data is from the Open Reaction Database (ORD), a public repository of structured organic reaction records. The task is: describe an organic reaction: reactants, conditions, products, and yield Reactants: CN1CCNCC1, CN1CCCC1=O, Cn1ncc(C(=O)NC2C3CC4CC(C3)CC2C4)c1Cl. Product: CN1CCN(c2c(C(=O)NC3C4CC5CC(C4)CC3C5)cnn2C)CC1. RXN SMILES: [CH3:21][N:22]1[CH2:23][CH2:24][NH:25][CH2:26][CH2:27]1.[CH3:28][N:29]1[CH2:30][CH2:31][CH2:32][C:33]1=[O:34].[CH:1]12[CH:2]([NH:11][C:12](=[O:13])[c:14]3[cH:15][n:16][n:17]([CH3:20])[c:18]3[Cl:19])[CH:3]3[CH2:4][CH:5]([CH2:6][CH:7]([CH2:8]1)[CH2:9]3)[CH2:10]2>>[CH:1]12[CH:2]([NH:11][C:12](=[O:13])[c:14]3[cH:15][n:16][n:17]([CH3:20])[c:18]3[N:25]3[CH2:24][CH2:23][N:22]([CH3:21])[CH2:27][CH2:26]3)[CH:3]3[CH2:4][CH:5]([CH2:6][CH:7]([CH2:8]1)[CH2:9]3)[CH2:10]2.